describe an organic reaction: reactants, conditions, products, and yield From a dataset of the Open Reaction Database (ORD), a public repository of structured organic reaction records. Procedure details: In a 4 mL vial was added 100 mg of 1-[2-(4-chloro-5-methyl-3-trifluoromethyl-pyrazol-1-yl)-acetyl]-4-(4-chloro-phenyl)-piperidine-4-carboxylic acid methyl ester (0.21 mmol, 1.0 equiv) and 400 mL EtOH. A solution of 9.2 mg of NaOH (0.23 mmol, 1.10 equiv) dissolved in 100 μL H2O was added to the reaction solution and the resultant mixture was stirred overnight at room temperature. The crude product was purified by reversed phase HPLC (acetonitrile—H2O with 0.1% TFA as the eluent) to yield 1-[2-(4-... Product: ClC=1C(=NN(C1C)CC(=O)N1CCC(CC1)(C(=O)O)C1=CC=C(C=C1)Cl)C(F)(F)F (1-[2-(4-chloro-5-methyl-3-trifluoromethyl-pyrazol-1-yl)-acetyl]-4-(4-chloro-phenyl)-piperidine-4-carboxylic acid). Reactants: resultant mixture, COC(=O)C1(CCN(CC1)C(CN1N=C(C(=C1C)Cl)C(F)(F)F)=O)C1=CC=C(C=C1)Cl (1-[2-(4-chloro-5-methyl-3-trifluoromethyl-pyrazol-1-yl)-acetyl]-4-(4-chloro-phenyl)-piperidine-4-carboxylic acid methyl ester), CCO (EtOH), [OH-].[Na+] (NaOH). The solvent is O (H2O). As a reaction SMILES: C[O:2][C:3]([C:5]1([C:25]2[CH:30]=[CH:29][C:28]([Cl:31])=[CH:27][CH:26]=2)[CH2:10][CH2:9][N:8]([C:11](=[O:24])[CH2:12][N:13]2[C:17]([CH3:18])=[C:16]([Cl:19])[C:15]([C:20]([F:23])([F:22])[F:21])=[N:14]2)[CH2:7][CH2:6]1)=[O:4].CCO.[OH-].[Na+]>O>[Cl:19][C:16]1[C:15]([C:20]([F:23])([F:22])[F:21])=[N:14][N:13]([CH2:12][C:11]([N:8]2[CH2:7][CH2:6][C:5]([C:25]3[CH:26]=[CH:27][C:28]([Cl:31])=[CH:29][CH:30]=3)([C:3]([OH:4])=[O:2])[CH2:10][CH2:9]2)=[O:24])[C:17]=1[CH3:18] |f:2.3|.